From a dataset of the Open Reaction Database (ORD), a public repository of structured organic reaction records. describe an organic reaction: reactants, conditions, products, and yield Reactants: C=CCCC1(C(=O)OC)CN(C(=O)OCc2ccccc2)CC1=C, ClCCl. Yields the product COC(=O)C12CCC=C1CN(C(=O)OCc1ccccc1)C2. Reaction SMILES: [CH3:1][O:2][C:3](=[O:4])[C:5]1([CH2:21][CH2:22][CH:23]=[CH2:10])[CH2:6][N:7]([C:11](=[O:12])[O:13][CH2:14][c:15]2[cH:16][cH:17][cH:18][cH:19][cH:20]2)[CH2:8][C:9]1=[CH2:24].[Cl:25][CH2:26][Cl:27]>>[CH3:1][O:2][C:3](=[O:4])[C:5]12[CH2:6][N:7]([C:11](=[O:12])[O:13][CH2:14][c:15]3[cH:16][cH:17][cH:18][cH:19][cH:20]3)[CH2:8][C:9]1=[CH:23][CH2:22][CH2:21]2. The reactants are ClC1=CC=C(C=C1)S(=O)(=O)OC[C@H]1N(CCC1)C(=O)OC(C)(C)C (1,1-Dimethylethyl (2S)-2-({[(4-chlorophenyl)sulfonyl]oxy}methyl)-1-pyrrolidinecarboxylate), O (water), [H-].[Na+] (Sodium hydride), OC=1C=CC(=C(C(=O)NC=2C=NC=CC2)C1)OCC1=CC=CC=C1 (5-hydroxy-2-[(phenylmethyl)oxy]-N-3-pyridinylbenzamide). Run in CS(=O)C (dimethylsulfoxide), CS(=O)C (dimethylsulfoxide). Run at time 1 hour. Yields the product C1(=CC=CC=C1)COC1=C(C=C(C=C1)OC[C@H]1N(CCC1)C(=O)OC(C)(C)C)C(=O)NC=1C=NC=CC1 (1,1-Dimethylethyl (2S)-2-[({4-[(phenylmethyl)oxy]-3-[(3-pyridinylamino)carbonyl]phenyl}oxy)methyl]-1-pyrrolidinecarboxylate). RXN SMILES: [H-].[Na+].[OH:3][C:4]1[CH:5]=[CH:6][C:7]([O:19][CH2:20][C:21]2[CH:26]=[CH:25][CH:24]=[CH:23][CH:22]=2)=[C:8]([CH:18]=1)[C:9]([NH:11][C:12]1[CH:13]=[N:14][CH:15]=[CH:16][CH:17]=1)=[O:10].ClC1C=CC(S(O[CH2:38][C@@H:39]2[CH2:43][CH2:42][CH2:41][N:40]2[C:44]([O:46][C:47]([CH3:50])([CH3:49])[CH3:48])=[O:45])(=O)=O)=CC=1.O>CS(C)=O>[C:21]1([CH2:20][O:19][C:7]2[CH:6]=[CH:5][C:4]([O:3][CH2:38][C@@H:39]3[CH2:43][CH2:42][CH2:41][N:40]3[C:44]([O:46][C:47]([CH3:48])([CH3:50])[CH3:49])=[O:45])=[CH:18][C:8]=2[C:9]([NH:11][C:12]2[CH:13]=[N:14][CH:15]=[CH:16][CH:17]=2)=[O:10])[CH:22]=[CH:23][CH:24]=[CH:25][CH:26]=1 |f:0.1|. Reported procedure: Sodium hydride (36.0 mg, 1.50 mmol) was added to a solution of 5-hydroxy-2-[(phenylmethyl)oxy]-N-3-pyridinylbenzamide (may be prepared as described in Example 29; 400 mg, 1.25 mmol) in dimethylsulfoxide (8 ml) at 0° C., and the mixture was stirred at room temperature for 1 h. 1,1-Dimethylethyl (2S)-2-({[(4-chlorophenyl)sulfonyl]oxy}methyl)-1-pyrrolidinecarboxylate (444 mg, 1.25 mmol) in dimethylsulfoxide (7 ml) was added to the solution dropwise, and the mixture was stirred at 75° C. for 18 h. T... Starting materials: CC(C)(C)OC(=O)CCCNN, N#Cc1ccc(F)c(Cl)c1, CN(C)C=O. The product is CC(C)(C)OC(=O)CCCN(N)c1ccc(C#N)cc1Cl. Reaction SMILES: [C:1](=[O:2])([O:3][C:4]([CH3:5])([CH3:6])[CH3:7])[CH2:8][CH2:9][CH2:10][NH:11][NH2:12].[Cl:13][c:14]1[cH:15][c:16]([C:17]#[N:18])[cH:19][cH:20][c:21]1[F:22].[O:23]=[CH:24][N:25]([CH3:26])[CH3:27]>>[C:1](=[O:2])([O:3][C:4]([CH3:5])([CH3:6])[CH3:7])[CH2:8][CH2:9][CH2:10][N:11]([NH2:12])[c:21]1[c:14]([Cl:13])[cH:15][c:16]([C:17]#[N:18])[cH:19][cH:20]1.